Dataset: the Open Reaction Database (ORD), a public repository of structured organic reaction records. Task: describe an organic reaction: reactants, conditions, products, and yield Reactants: ClC=1C(C(=C(C(C1Cl)=O)C#N)C#N)=O (2,3-Dichloro-5,6-dicyano-1,4-benzoquinone), C1(=CC=CC2=CC=CC=C12)CO[C@H]1[C@@H]2[C@@](O[C@@]1(COC(C)(C)C)CO2)(N2C(=O)NC(=O)C=C2)[SiH](C2=CC=CC=C2)C2=CC=CC=C2 (3′-O-napthylmethyl-5′-O-tertbutyldiphenylsilyl-2′-O,4′-C-methylene Uridine). Solvent: C(Cl)Cl (CH2Cl2), O (H2O), C(Cl)Cl (CH2Cl2). Conditions: time 7 hour. Yields the product C(C)(C)(C)OC[C@]12[C@H]([C@H]([C@@](O1)(N1C(=O)NC(=O)C=C1)[SiH](C1=CC=CC=C1)C1=CC=CC=C1)OC2)O (5′-O-tertbutyldiphenylsilyl-2′-O,4′-C-methylene Uridine). The yield is 97.5%. RXN SMILES: ClC1C(=O)C(C#N)=C(C#N)C(=O)C=1Cl.C1(C[O:26][C@@H:27]2[C@@:31]3([CH2:38][O:39][C@H:28]2[C@:29]([SiH:48]([C:55]2[CH:60]=[CH:59][CH:58]=[CH:57][CH:56]=2)[C:49]2[CH:54]=[CH:53][CH:52]=[CH:51][CH:50]=2)([N:40]2[CH:47]=[CH:46][C:44](=[O:45])[NH:43][C:41]2=[O:42])[O:30]3)[CH2:32][O:33][C:34]([CH3:37])([CH3:36])[CH3:35])C2C(=CC=CC=2)C=CC=1>C(Cl)Cl.O>[C:34]([O:33][CH2:32][C@@:31]12[CH2:38][O:39][C@@H:28]([C@:29]([SiH:48]([C:55]3[CH:56]=[CH:57][CH:58]=[CH:59][CH:60]=3)[C:49]3[CH:54]=[CH:53][CH:52]=[CH:51][CH:50]=3)([N:40]3[CH:47]=[CH:46][C:44](=[O:45])[NH:43][C:41]3=[O:42])[O:30]1)[C@@H:27]2[OH:26])([CH3:37])([CH3:35])[CH3:36]. Procedure details: 2,3-Dichloro-5,6-dicyano-1,4-benzoquinone (15.9 g, 70.0 mmol) was added to a mixture of compound 11 (19.7 g, 31.1 mmol) in CH2Cl2 (200 mL) and H2O (40 mL). After 7 hours of vigorous stirring at room temperature, the mixture was poured into CH2Cl2 (1 L). The resulting solution was washed with 2% (w/v) aqueous sodium bisulfite, followed by saturated aqueous NaHCO3, then dried over anhydrous Na2SO4, filtered, then evaporated to a light-brown foam. Purification by silica gel chromatography (2.5 vol.... Starting materials: ClC1=NC(=C(C(=N1)Cl)SC)Cl (2,4,6-trichloro-5-methylsulfanyl-pyrimidine), N1CCOCC1 (morpholine). Solvent: C1CCOC1 (THF). Run at time 2 hour. Product: ClC1=NC(=C(C(=N1)N1CCOCC1)SC)Cl (4-(2,6-Dichloro-5-methylsulfanyl-pyrimidin-4-yl)-morpholine). RXN SMILES: [Cl:1][C:2]1[N:7]=[C:6]([Cl:8])[C:5]([S:9][CH3:10])=[C:4](Cl)[N:3]=1.[NH:12]1[CH2:17][CH2:16][O:15][CH2:14][CH2:13]1>C1COCC1>[Cl:1][C:2]1[N:3]=[C:4]([N:12]2[CH2:17][CH2:16][O:15][CH2:14][CH2:13]2)[C:5]([S:9][CH3:10])=[C:6]([Cl:8])[N:7]=1. Reported procedure: A mixture of 2,4,6-trichloro-5-methylsulfanyl-pyrimidine (4.0 g, 17.4 mmol.), morpholine (2.3 g, 26.1 mmol, 1.5 eq.) and THF (20 ml) was stirred at room temperature for 2.0 hr. The reaction mixture was dried and the solvent was evaporated. Thereafter, a 0.1 N HCl washing free morpholine was added to the solution. The solution was extracted with EA and the EA in the solution was removed by evaporation. A crude product was obtained. Purification of the crude by flash chromatography on silica gel (... The reactants are OO (hydrogen peroxide), aqueous solution, C([O-])([O-])=O.[Na+].[Na+] (sodium carbonate), C1(=CC=CC=C1)C=CC(=O)C1=CC=CC=C1 (chalcone). Solvent: C(C)O (ethanol). Reaction conditions: time 3 hour. Product: C1=CC=C(C=C1)C2C(O2)C(=O)C3=CC=CC=C3 (chalcone epoxide). Yield: 22.0%. As a reaction SMILES: [C:1]1([CH:7]=[CH:8][C:9]([C:11]2[CH:16]=[CH:15][CH:14]=[CH:13][CH:12]=2)=[O:10])[CH:6]=[CH:5][CH:4]=[CH:3][CH:2]=1.OO.C(=O)([O-])[O-:20].[Na+].[Na+]>C(O)C>[CH:14]1[CH:15]=[CH:16][C:11]([CH:9]2[O:10][CH:8]2[C:7]([C:1]2[CH:2]=[CH:3][CH:4]=[CH:5][CH:6]=2)=[O:20])=[CH:12][CH:13]=1 |f:2.3.4|. Reported procedure: 1.040 g (5 mmol) of chalcone was dissolved in 15 ml of ethanol and to the solution was added 2 ml of 25% hydrogen peroxide and 2 ml of an aqueous solution of 1 M sodium carbonate. The precipitate which was formed after stirring for 3 h was isolated and recrystallized from DMSO-water to give 250 mg (22%) of chalcone epoxide. As a reaction SMILES: [N+:1]([C:4]1[CH:5]=[CH:6][C:7]2[S:13][C:12]3[CH:14]=[C:15]([C:18]([OH:20])=[O:19])[CH:16]=[CH:17][C:11]=3[CH:10]=[CH:9][C:8]=2[CH:21]=1)([O-:3])=[O:2].[OH:22]O>C(O)(=O)C>[N+:1]([C:4]1[CH:5]=[CH:6][C:7]2[S:13](=[O:22])[C:12]3[CH:14]=[C:15]([C:18]([OH:20])=[O:19])[CH:16]=[CH:17][C:11]=3[CH:10]=[CH:9][C:8]=2[CH:21]=1)([O-:3])=[O:2]. Yields the product [N+](=O)([O-])C=1C=CC2=C(C=CC3=C(S2=O)C=C(C=C3)C(=O)O)C1 (8-Nitrodibenzo[b,f]thiepin-3-carboxylic Acid 5-oxide). Starting materials: [N+](=O)([O-])C=1C=CC2=C(C=CC3=C(S2)C=C(C=C3)C(=O)O)C1 (8-nitrodibenzo[b,f]thiepin-3-carboxylic acid), OO (hydrogen peroxide), pure product. The solvent is C(C)(=O)O (acetic acid). Procedure: 400 Mg. 8-nitrodibenzo[b,f]thiepin-3-carboxylic acid is stirred for 24 hours in 200 cc. acetic acid and 1.5 cc. 30% hydrogen peroxide. The product is filtered, washed with water and dried to yield 315 mg. (74%) of pure product, m.p. 278°-281° C. Starting materials: Nc1cc(Br)ccn1, CCOC(=O)N=C=S, C1COCCO1. Product: CCOC(=O)NC(=S)Nc1cc(Br)ccn1. RXN SMILES: [Br:1][c:2]1[cH:3][c:4]([NH2:8])[n:5][cH:6][cH:7]1.[CH2:9]([CH3:10])[O:11][C:12](=[O:13])[N:14]=[C:15]=[S:16].[O:17]1[CH2:18][CH2:19][O:20][CH2:21][CH2:22]1>>[Br:1][c:2]1[cH:3][c:4]([NH:8][C:15]([NH:14][C:12]([O:11][CH2:9][CH3:10])=[O:13])=[S:16])[n:5][cH:6][cH:7]1. Starting materials: lithium diphenylphosphide, [Li] (lithium), C1(=CC=CC=C1)P(C1=CC=CC=C1)Cl (diphenylphosphinous chloride), BrC1=CC=C(C=C1)[Si](OCC)(OCC)OCC (4-bromophenyl triethoxysilane), O1CCCC1 (tetrahydrofuran), O1CCCC1 (tetrahydrofuran). Product: C1(=CC=CC=C1)P(=O)(C1=CC=C(C=C1)[Si](OCC)(OCC)OCC)C1=CC=CC=C1 (4-(diphenylphosphinyl)phenyl triethoxysilane). Yield: 68.1%. RXN SMILES: [Li].[C:2]1([P:8](Cl)[C:9]2[CH:14]=[CH:13][CH:12]=[CH:11][CH:10]=2)[CH:7]=[CH:6][CH:5]=[CH:4][CH:3]=1.Br[C:17]1[CH:22]=[CH:21][C:20]([Si:23]([O:30][CH2:31][CH3:32])([O:27][CH2:28][CH3:29])[O:24][CH2:25][CH3:26])=[CH:19][CH:18]=1.[O:33]1CCCC1>>[C:2]1([P:8]([C:9]2[CH:14]=[CH:13][CH:12]=[CH:11][CH:10]=2)([C:17]2[CH:22]=[CH:21][C:20]([Si:23]([O:30][CH2:31][CH3:32])([O:27][CH2:28][CH3:29])[O:24][CH2:25][CH3:26])=[CH:19][CH:18]=2)=[O:33])[CH:7]=[CH:6][CH:5]=[CH:4][CH:3]=1 |^1:0|. Procedure: To the lithium diphenylphosphide solution prepared under nitrogen from lithium (0.6246 g, 0.09 g atom) and diphenylphosphinous chloride (9.92 g, 0.045 mol) in 50 ml dry tetrahydrofuran, 14.5 g (0.045 mol) of 4-bromophenyl triethoxysilane dissolved in 50 ml dry tetrahydrofuran is added during one hour. The blood-red solution turns to a light brown color with the appearance of a small amount of white solid. The solution is filtered under nitrogen, diluted with benzene to precipitate remaining lith...